This data is from the Open Reaction Database (ORD), a public repository of structured organic reaction records. The task is: describe an organic reaction: reactants, conditions, products, and yield Reactants: ClCCC(C)=O (4-chlorobutan-2-one), S1(=O)(=O)NC(=O)C2=CC=CC=C12.[Na] (sodium saccharin), ice water. The solvent is CN(C=O)C (dimethylformamide). Reaction conditions: temperature 80 celsius. The product is O=C(C)CCN1S(=O)(=O)C2=CC=CC=C2C1=O (N-(2-oxobut-4-yl)-saccharin). Yield: 86.1%. As a reaction SMILES: Cl[CH2:2][CH2:3][C:4](=[O:6])[CH3:5].[S:7]1([C:18]2[C:13](=[CH:14][CH:15]=[CH:16][CH:17]=2)[C:11](=[O:12])[NH:10]1)(=[O:9])=[O:8].[Na]>CN(C)C=O>[O:6]=[C:4]([CH2:3][CH2:2][N:10]1[C:11](=[O:12])[C:13]2[C:18](=[CH:17][CH:16]=[CH:15][CH:14]=2)[S:7]1(=[O:9])=[O:8])[CH3:5] |f:1.2,^1:18|. Procedure details: 9.0 g (76 millimoles) of 4-chlorobutan-2-one were slowly added dropwise to 10.0 g (50 millimoles) of sodium saccharin in 100 ml of absolute dimethylformamide, while stirring. The temperature was then gradually increased to 80° C., and the reaction mixture was stirred at this temperature for 5 hours, after which it was cooled. An excess of ice-water was added, and stirring was continued for a further hour. The precipitated solid was filtered off under suction, recrystallized from ethanol and drie... Starting materials: COCc1cc2c(c(C(F)(F)F)c1)C(=O)N1CCN(C(=O)OC(C)(C)C)CC21, Cl, O. Yields the product Cl, COCc1cc2c(c(C(F)(F)F)c1)C(=O)N1CCNCC21. Reaction SMILES: [C:1]([O:2][C:3](=[O:4])[N:8]1[CH2:9][CH:10]2[N:11]([C:12](=[O:26])[c:13]3[c:14]([C:22]([F:23])([F:24])[F:25])[cH:15][c:16]([CH2:19][O:20][CH3:21])[cH:17][c:18]32)[CH2:27][CH2:28]1)([CH3:5])([CH3:6])[CH3:7].[ClH:29].[OH2:30]>>[ClH:29].[NH:8]1[CH2:9][CH:10]2[N:11]([C:12](=[O:26])[c:13]3[c:14]([C:22]([F:23])([F:24])[F:25])[cH:15][c:16]([CH2:19][O:20][CH3:21])[cH:17][c:18]32)[CH2:27][CH2:28]1. The reactants are C([O-])([O-])=O.[K+].[K+] (potassium carbonate), ClC=1C=C(C=C(C1Cl)Cl)[N+](=O)[O-] (3,4,5-trichloro-1-nitrobenzene), ClC1=CC=C(C2=CC=CC=C12)O (4-chloro-1-naphthol). Run in CN(C)C=O (DMF), CN(C)C=O (DMF). Yields the product ClC1=CC=C(C2=CC=CC=C12)OC1=C(C=C(C=C1Cl)[N+](=O)[O-])Cl (4-(4-chloro-1-naphthoxy)-3,5-dichloro-1-nitrobenzene). Isolated yield 98.7%. As a reaction SMILES: C(=O)([O-])[O-].[K+].[K+].[Cl:7][C:8]1[CH:9]=[C:10]([N+:16]([O-:18])=[O:17])[CH:11]=[C:12]([Cl:15])[C:13]=1Cl.[Cl:19][C:20]1[C:29]2[C:24](=[CH:25][CH:26]=[CH:27][CH:28]=2)[C:23]([OH:30])=[CH:22][CH:21]=1>CN(C=O)C>[Cl:19][C:20]1[C:29]2[C:24](=[CH:25][CH:26]=[CH:27][CH:28]=2)[C:23]([O:30][C:13]2[C:12]([Cl:15])=[CH:11][C:10]([N+:16]([O-:18])=[O:17])=[CH:9][C:8]=2[Cl:7])=[CH:22][CH:21]=1 |f:0.1.2|. Procedure: To a mixture containing 28.02 g (0.203 mole) of anhydrous potassium carbonate and 30.26 g (0.134 mole) of 3,4,5-trichloro-1-nitrobenzene in 300 ml dry DMF under an atmosphere of nitrogen and at room temperature was added 30.04 g (0.168 mole) of 4-chloro-1-naphthol. The flask was then placed in an oil bath which was heated. An internal reaction temperature of 105° C. was reached and maintained for 20 hours. After cooling the reaction mixture to room temperature most of the DMF was removed under v... Starting materials: [Br-], CCCC[N+](CCCC)(CCCC)CCCC, O=C(Cl)CCCCl, ClCCl, Cl, [K+], CCC(N)C(N)=O, [Na+], [Na+], O=S(=O)([O-])[O-], [OH-]. Product: CCC(C(N)=O)N1CCCC1=O. As a reaction SMILES: [Br-:28].[CH3:29][CH2:30][CH2:31][CH2:32][N+:33]([CH2:34][CH2:35][CH2:36][CH3:37])([CH2:38][CH2:39][CH2:40][CH3:41])[CH2:42][CH2:43][CH2:44][CH3:45].[Cl:18][CH2:19][CH2:20][CH2:21][C:22](=[O:23])[Cl:24].[Cl:25][CH2:26][Cl:27].[ClH:8].[K+:17].[NH2:9][CH:10]([C:11](=[O:12])[NH2:13])[CH2:14][CH3:15].[Na+:1].[Na+:2].[O-:3][S:4](=[O:5])(=[O:6])[O-:7].[OH-:16]>>[N:9]1([CH:10]([C:11](=[O:12])[NH2:13])[CH2:14][CH3:15])[CH2:19][CH2:20][CH2:21][C:22]1=[O:23]. The reactants are C([O-])([O-])=O.[K+].[K+] (potassium carbonate), NC([C@H](CC1=CC=C(C=C1)I)NC(OC(C)(C)C)=O)=O ((S)-tert-Butyl 1-amino-3-(4-iodophenyl)-1-oxopropan-2-ylcarbamate), C(#N)C1=CC=C(C=C1)B(O)O (4-cyanophenylboronic acid), 1,1 bis(di-tert-butylphosphino)ferrocene palladium dichloride. The solvent is O1CCOCC1 (dioxane). Conditions: time 15 minute. Yields the product NC([C@H](CC1=CC=C(C=C1)C1=CC=C(C=C1)C#N)NC(OC(C)(C)C)=O)=O ((S)-tert-Butyl 1-amino-3-(4′-cyanobiphenyl-4-yl)-1-oxopropan-2-ylcarbamate). The yield is 105.8%. RXN SMILES: [NH2:1][C:2](=[O:20])[C@@H:3]([NH:12][C:13](=[O:19])[O:14][C:15]([CH3:18])([CH3:17])[CH3:16])[CH2:4][C:5]1[CH:10]=[CH:9][C:8](I)=[CH:7][CH:6]=1.[C:21]([C:23]1[CH:28]=[CH:27][C:26](B(O)O)=[CH:25][CH:24]=1)#[N:22].C(=O)([O-])[O-].[K+].[K+]>O1CCOCC1>[NH2:1][C:2](=[O:20])[C@@H:3]([NH:12][C:13](=[O:19])[O:14][C:15]([CH3:18])([CH3:17])[CH3:16])[CH2:4][C:5]1[CH:10]=[CH:9][C:8]([C:26]2[CH:27]=[CH:28][C:23]([C:21]#[N:22])=[CH:24][CH:25]=2)=[CH:7][CH:6]=1 |f:2.3.4|. Procedure details: (S)-tert-Butyl 1-amino-3-(4-iodophenyl)-1-oxopropan-2-ylcarbamate (Example 3, step (i), 3.17 g) and 4-cyanophenylboronic acid (1.19 g) in dioxane (5 mL) were treated with 1,1 bis(di-tert-butylphosphino)ferrocene palladium dichloride (0.08 g) and the mixture was stirred at room temperature for 15 min under nitrogen. An aqueous solution of potassium carbonate (2M, 8.12 mL) was added and the mixture was stirred for 18 h at 75° C. The reaction mixture was extracted with ethyl acetate, dried and evap... Reactants: Cl (HCl), [H-].[Na+] (Sodium hydride), C(C)S (ethanethiol), COC=1C=C2SC=3N=CC=NC3NC2=CC1 (7-Methoxy-1,4-diaza-10H-phenothiazine). Solvent: CN(C)C=O (DMF). Yields the product OC=1C=C2SC=3N=CC=NC3NC2=CC1 (7-Hydroxy-1,4-diaza-10H-phenothiazine). The yield is 23.0%. Reaction SMILES: [H-].[Na+].C(S)C.C[O:7][C:8]1[CH:9]=[C:10]2[C:19](=[CH:20][CH:21]=1)[NH:18][C:17]1[N:16]=[CH:15][CH:14]=[N:13][C:12]=1[S:11]2.Cl>CN(C=O)C>[OH:7][C:8]1[CH:9]=[C:10]2[C:19](=[CH:20][CH:21]=1)[NH:18][C:17]1[N:16]=[CH:15][CH:14]=[N:13][C:12]=1[S:11]2 |f:0.1|. Procedure details: Sodium hydride (60 mg, 2.5 mmoles) was added to ethanethiol (124 mg, 2 mmoles) in dry DMF (2 ml) under argon. 7-Methoxy-1,4-diaza-10H-phenothiazine (462 mg, 2 mmoles) was then added and the reaction mixture was refluxed for 3 hours. The mixture was poured into 0.5N HCl (50 ml). The solid was collected, washed with methanol and air-dried to yield starting material. Extraction of the filtrate with ethyl acetate gave 100 mg of a mixture that was chromatographed on silica gel, eluting with 40% ethyl... Reactants: BrCCCCCCCCCCCNC1=CC=C(C(=O)OCC)C=C1 (ethyl 4-[(11-bromoundecyl)amino]benzoate), NC(=S)N (thiourea), Cl (hydrochloric acid), [OH-].[Na+] (sodium hydroxide). The solvent is C(C)O (ethanol). Yields the product SCCCCCCCCCCCNC1=CC=C(C(=O)O)C=C1 (4-(11-Mercaptoundecylamino)benzoic acid). RXN SMILES: Br[CH2:2][CH2:3][CH2:4][CH2:5][CH2:6][CH2:7][CH2:8][CH2:9][CH2:10][CH2:11][CH2:12][NH:13][C:14]1[CH:24]=[CH:23][C:17]([C:18]([O:20]CC)=[O:19])=[CH:16][CH:15]=1.NC(N)=[S:27].[OH-].[Na+].Cl>C(O)C>[SH:27][CH2:2][CH2:3][CH2:4][CH2:5][CH2:6][CH2:7][CH2:8][CH2:9][CH2:10][CH2:11][CH2:12][NH:13][C:14]1[CH:24]=[CH:23][C:17]([C:18]([OH:20])=[O:19])=[CH:16][CH:15]=1 |f:2.3|. Procedure details: A solution of 10 g. of ethyl 4-[(11-bromoundecyl)amino]benzoate and 2.0 g. of thiourea in 80% of 95% ethanol is stirred under reflux for 3 hours, allowed to cool, treated with 12 ml. of 10 N aqueous sodium hydroxide solution and again stirred under reflux for 2 hours. The mixture is acidified with dilute hydrochloric acid and filtered. The solid is recrystallized from ethanol-water to yield the product as a white solid. Reactants: C(Cl)Cl (methylene chloride), CC1CC(C2(C(C1(CO)OC(=O)C)C(C3(CC(C(=C(C3(C)C)C(C2=O)OC(=O)C)C)OC(=O)C(C(C4=CC=CC=C4)NC(=O)C5=CC=CC=C5)O)O)OC(=O)C6=CC=CC=C6)C)O (paclitaxol). The solvent is CC(=O)C (acetone). Product: C(=O)=O.CC(=O)C (CO2 acetone), CC1CC(C2(C(C1(CO)OC(=O)C)C(C3(CC(C(=C(C3(C)C)C(C2=O)OC(=O)C)C)OC(=O)C(C(C4=CC=CC=C4)NC(=O)C5=CC=CC=C5)O)O)OC(=O)C6=CC=CC=C6)C)O (paclitaxol), 15. Reaction SMILES: [CH3:1][CH:2]1[C:7]([O:10][C:11]([CH3:13])=[O:12])([CH2:8][OH:9])[CH:6]2[CH:14]([O:53][C:54]([C:56]3[CH:61]=[CH:60][CH:59]=[CH:58][CH:57]=3)=[O:55])[C:15]3([OH:52])[C:20]([CH3:22])([CH3:21])[C:19]([CH:23]([O:26][C:27]([CH3:29])=[O:28])[C:24](=[O:25])[C:5]2([CH3:62])[CH:4]([OH:63])[CH2:3]1)=[C:18]([CH3:30])[CH:17]([O:31][C:32]([CH:34]([OH:51])[CH:35]([NH:42][C:43]([C:45]1[CH:50]=[CH:49][CH:48]=[CH:47][CH:46]=1)=[O:44])[C:36]1[CH:41]=[CH:40][CH:39]=[CH:38][CH:37]=1)=[O:33])[CH2:16]3.C(Cl)Cl>CC(C)=O>[C:11](=[O:12])=[O:10].[CH3:6][C:7]([CH3:2])=[O:10].[CH3:1][CH:2]1[C:7]([O:10][C:11]([CH3:13])=[O:12])([CH2:8][OH:9])[CH:6]2[CH:14]([O:53][C:54]([C:56]3[CH:57]=[CH:58][CH:59]=[CH:60][CH:61]=3)=[O:55])[C:15]3([OH:52])[C:20]([CH3:21])([CH3:22])[C:19]([CH:23]([O:26][C:27]([CH3:29])=[O:28])[C:24](=[O:25])[C:5]2([CH3:62])[CH:4]([OH:63])[CH2:3]1)=[C:18]([CH3:30])[CH:17]([O:31][C:32]([CH:34]([OH:51])[CH:35]([NH:42][C:43]([C:45]1[CH:46]=[CH:47][CH:48]=[CH:49][CH:50]=1)=[O:44])[C:36]1[CH:37]=[CH:38][CH:39]=[CH:40][CH:41]=1)=[O:33])[CH2:16]3 |f:3.4|. Reported procedure: No paclitaxol was found in the foreruns of experiments conducted with methylene chloride and acetone as cosolvents at 10 mole %. About half of the paclitaxol (0.0242%) with a purification factor of 16 was recovered from the silica column in a methylene chloride cosolvent experiment (TAXC-36C). A SCF CO2 /acetone experiment (TAXC-37C) yielded less paclitaxol (0.0147% with a purification factor of 15) from the silica column. The reactants are C(C)C1=C(C(=CC=C1)OC)\C=N\C(C(C)C)C(C)C ((E)-[1-(2-ethyl-6-methoxy-phenyl)-methylidene]-(1-isopropyl-2-methyl-propyl)-amine), C(CCC)[Li] (butyl lithium), 2H(NCH(CH(CH3)2)2). Yields the product C(CCC)C1=C(C(=CC=C1)CC)\C=N\C(C(C)C)C(C)C ((E)-[1-(2-Butyl-6-ethyl-phenyl)-methylidene]-(1-isopropyl-2-methyl-propyl)-amine). RXN SMILES: [CH2:1]([C:3]1[CH:8]=[CH:7][CH:6]=[C:5](OC)[C:4]=1/[CH:11]=[N:12]/[CH:13]([CH:17]([CH3:19])[CH3:18])[CH:14]([CH3:16])[CH3:15])[CH3:2].[CH2:20]([Li])[CH2:21][CH2:22][CH3:23]>>[CH2:20]([C:5]1[CH:6]=[CH:7][CH:8]=[C:3]([CH2:1][CH3:2])[C:4]=1/[CH:11]=[N:12]/[CH:13]([CH:14]([CH3:15])[CH3:16])[CH:17]([CH3:19])[CH3:18])[CH2:21][CH2:22][CH3:23]. Procedure details: (E)-[1-(2-Butyl-6-ethyl-phenyl)-methylidene]-(1-isopropyl-2-methyl-propyl)-amine was prepared from (E)-[1-(2-ethyl-6-methoxy-phenyl)-methylidene]-(1-isopropyl-2-methyl-propyl)-amine (Example 3a) and butyl lithium in analogy to procedure Example 5 a): colourless liquid; NMR (CDCl3, ppm): 0.90 m, 15H (2×(CH3)2C, CH3(CH2)3), 1.20 t, 3H(CH3-CH2), 1.35 m, 2H(CH3CH2(CH2)2), 1.60 m, 2H(CH2CH2CH2), 2.08 m, 2H(NCH(CH(CH3)2)2), 2.48 t, 1H (NCH), 2.84 m, 2H (aryl-CH2CH2), 2.88 q, 2H(CH3-CH2), 7.04-7.08 m, ...